Dataset: the Open Reaction Database (ORD), a public repository of structured organic reaction records. Task: describe an organic reaction: reactants, conditions, products, and yield The reactants are C(C)C1C(CCC(C(OC(C2CCCCN2C(C(C2(C(CC(C(C(CC(CC(=C1)C)C)OC)O2)OC)C)O)=O)=O)=O)C(=CC2CC(C(CC2)OS(=O)(=O)C2=C(C=CC=C2)[N+](=O)[O-])OCC)C)C)=O (17-Ethyl-1-hydroxy-12-[2'-[4"-(2"'-nitrobenzenesulfonyloxy)-3"-ethoxycyclohexyl]-1'-methylvinyl]-23,25-dimethoxy-13,19,21,27-tetramethyl-11,28-dioxa-4-azatricyclo[22.3.1.04,9 ]octacos-18-ene-2,3,10,16-tetraone), [N-]=[N+]=[N-].[Na+] (sodium azide), O (water). The solvent is CN(C)C=O (DMF). Reaction conditions: temperature 80 celsius. Yields the product C(C)C1C(CCC(C(OC(C2CCCCN2C(C(C2(C(CC(C(C(CC(CC(=C1)C)C)OC)O2)OC)C)O)=O)=O)=O)C(=CC2CC(C(CC2)N=[N+]=[N-])OCC)C)C)=O (17-Ethyl-1-hydroxy-12-[2'-[4"-azido-3"-ethoxycyclohexyl]-1'-methylvinyl]-23,25-dimethoxy-13,19,21,27-tetramethyl-11,28-dioxa-4-azatricyclo[22.3.1.04,9 ]octacos-18-ene-2,3,10,16-tetraone). Reaction SMILES: [CH2:1]([CH:3]1[CH:29]=[C:28]([CH3:30])[CH2:27][CH:26]([CH3:31])[CH2:25][CH:24]([O:32][CH3:33])[CH:23]2[O:34][C:19]([OH:38])([CH:20]([CH3:37])[CH2:21][CH:22]2[O:35][CH3:36])[C:18](=[O:39])[C:17](=[O:40])[N:16]2[CH:11]([CH2:12][CH2:13][CH2:14][CH2:15]2)[C:10](=[O:41])[O:9][CH:8]([C:42]([CH3:66])=[CH:43][CH:44]2[CH2:49][CH2:48][CH:47](OS(C3C=CC=CC=3[N+]([O-])=O)(=O)=O)[CH:46]([O:63][CH2:64][CH3:65])[CH2:45]2)[CH:7]([CH3:67])[CH2:6][CH2:5][C:4]1=[O:68])[CH3:2].[N-:69]=[N+:70]=[N-:71].[Na+].O>CN(C=O)C>[CH2:1]([CH:3]1[CH:29]=[C:28]([CH3:30])[CH2:27][CH:26]([CH3:31])[CH2:25][CH:24]([O:32][CH3:33])[CH:23]2[O:34][C:19]([OH:38])([CH:20]([CH3:37])[CH2:21][CH:22]2[O:35][CH3:36])[C:18](=[O:39])[C:17](=[O:40])[N:16]2[CH:11]([CH2:12][CH2:13][CH2:14][CH2:15]2)[C:10](=[O:41])[O:9][CH:8]([C:42]([CH3:66])=[CH:43][CH:44]2[CH2:49][CH2:48][CH:47]([N:69]=[N+:70]=[N-:71])[CH:46]([O:63][CH2:64][CH3:65])[CH2:45]2)[CH:7]([CH3:67])[CH2:6][CH2:5][C:4]1=[O:68])[CH3:2] |f:1.2|. Procedure: To a stirred solution of 17-ethyl-1-hydroxy-12-[2'-[4"-(2"'-nitrobenzenesulfonyloxy)-3"-ethoxycyclohexyl]-1'-methylvinyl]-23,25-dimethoxy-13,19,21,27-tetramethyl-11,28-dioxa-4-azatricyclo[22.3.1.04,9 ]octacos-18-ene-2,3,10,16-tetraone (87 mg, Example 47) in dry DMF (1 ml) is added sodium azide (16.7 mg) in one portion. The reaction is heated at 80° C. under nitrogen atmosphere for 3 h. The reaction mixture is cooled, poured into water (5 ml) and extracted with ethyl acetate. Normal work-up follo... The reactants are C(C=C)C1S(C(C(=N[C@@]1(C1=C(C=CC(=C1)[N+](=O)[O-])F)CF)N(C(OC(C)(C)C)=O)C(=O)OC(C)(C)C)(C)C)(=O)=O (tert-butyl N-[(3S)-2-allyl-3-(fluoromethyl)-3-(2-fluoro-5-nitro-phenyl)-6,6-dimethyl-1,1-dioxo-2H-1,4-thiazin-5-yl]-N-tert-butoxycarbonyl-carbamate), C([O-])(O)=O.[Na+] (sodium bicarbonate), [BH4-].[Na+] (sodium borohydride), O=O (oxygen). The solvent is C(Cl)Cl (DCM), CO (MeOH). Reaction conditions: temperature -78 celsius, time 15 minute. Product: C(C)(C)(C)OC(=O)N(C(OC(C)(C)C)=O)C1=N[C@@](C(S(C1(C)C)(=O)=O)CCCO)(C1=C(C=CC(=C1)[N+](=O)[O-])F)CF (tert-butyl N-tert-butoxycarbonyl-N-[(3S)-3-(fluoromethyl)-3-(2-fluoro-5-nitro-phenyl)-2-(3-hydroxypropyl)-6,6-dimethyl-1,1-dioxo-2H-1,4-thiazin-5-yl]carbamate). As a reaction SMILES: [CH2:1]([CH:4]1[C@@:9]([CH2:20][F:21])([C:10]2[CH:15]=[C:14]([N+:16]([O-:18])=[O:17])[CH:13]=[CH:12][C:11]=2[F:19])[N:8]=[C:7]([N:22]([C:30]([O:32][C:33]([CH3:36])([CH3:35])[CH3:34])=[O:31])[C:23](=[O:29])[O:24][C:25]([CH3:28])([CH3:27])[CH3:26])[C:6]([CH3:38])([CH3:37])[S:5]1(=[O:40])=[O:39])[CH:2]=[CH2:3].C(=O)(O)[O-:42].[Na+].O=O.[BH4-].[Na+]>C(Cl)Cl.CO>[C:25]([O:24][C:23]([N:22]([C:7]1[C:6]([CH3:38])([CH3:37])[S:5](=[O:39])(=[O:40])[CH:4]([CH2:1][CH2:2][CH2:3][OH:42])[C@@:9]([CH2:20][F:21])([C:10]2[CH:15]=[C:14]([N+:16]([O-:18])=[O:17])[CH:13]=[CH:12][C:11]=2[F:19])[N:8]=1)[C:30](=[O:31])[O:32][C:33]([CH3:36])([CH3:35])[CH3:34])=[O:29])([CH3:28])([CH3:27])[CH3:26] |f:1.2,4.5|. Procedure details: To a solution of tert-butyl N-[(3S)-2-allyl-3-(fluoromethyl)-3-(2-fluoro-5-nitro-phenyl)-6,6-dimethyl-1,1-dioxo-2H-1,4-thiazin-5-yl]-N-tert-butoxycarbonyl-carbamate (1.95 g, 3.33 mmol) in DCM (60 mL) and MeOH (20 mL) was added sodium bicarbonate (0.56 g, 6.65 mmol). The reaction mixture was cooled to −78° C. and ozonolized for about 15 min or until analysis showed no starting material present. A stream of oxygen was passed through the solution for 5 min, and then solid sodium borohydride (252 mg... The reactants are N#Cc1ccc(C=O)cc1, COC(C)(C)C, CCOP(=O)(CC(=O)OC(C)(C)C)OCC, C1CCOC1, [Cl-], [NH4+]. Product: CC(C)(C)OC(=O)C=Cc1ccc(C#N)cc1. RXN SMILES: [C:17](#[N:18])[c:19]1[cH:20][cH:21][c:22]([CH:23]=[O:24])[cH:25][cH:26]1.[C:32]([O:33][CH3:34])([CH3:35])([CH3:36])[CH3:37].[CH2:1]([O:2][P:3]([O:4][CH2:5][CH3:6])(=[O:7])[CH2:9][C:10](=[O:11])[O:12][C:13]([CH3:14])([CH3:15])[CH3:16])[CH3:8].[CH2:27]1[O:28][CH2:29][CH2:30][CH2:31]1.[Cl-:38].[NH4+:39]>>[CH:9]([C:10](=[O:11])[O:12][C:13]([CH3:14])([CH3:15])[CH3:16])=[CH:23][c:22]1[cH:21][cH:20][c:19]([C:17]#[N:18])[cH:26][cH:25]1.